This data is from the Open Reaction Database (ORD), a public repository of structured organic reaction records. The task is: describe an organic reaction: reactants, conditions, products, and yield Reactants: C1(=CC=CC=C1)C=1N=C(SC1)NC(=S)NC(C1=CC=CC=C1)=O (N-{[(4-phenyl-1,3-thiazole-2-yl)amino]carbonothioyl}benzamide), O (water). Run in [OH-].[Na+] (sodium hydroxide), CO (methanol). Yields the product C1(=CC=CC=C1)C=1N=C(SC1)NC(=S)N (N-(4-phenyl-1,3-thiazole-2-yl)thiourea). Yield: 3.6%. Reaction SMILES: [C:1]1([C:7]2[N:8]=[C:9]([NH:12][C:13]([NH:15]C(=O)C3C=CC=CC=3)=[S:14])[S:10][CH:11]=2)[CH:6]=[CH:5][CH:4]=[CH:3][CH:2]=1.O>CO.[OH-].[Na+]>[C:1]1([C:7]2[N:8]=[C:9]([NH:12][C:13]([NH2:15])=[S:14])[S:10][CH:11]=2)[CH:2]=[CH:3][CH:4]=[CH:5][CH:6]=1 |f:3.4|. Procedure: 4.20 g N-{[(4-phenyl-1,3-thiazole-2-yl)amino]carbonothioyl}benzamide (339 mmol) were suspended in 40 ml methanol, were dissolved in aqueous sodium hydroxide (550 mg NaOH dissolved in 3 ml H2O) and were heated for 3 hours at reflux. The reaction mixture was evaporation-concentrated, the residue obtained was stirred with water and the precipitated solid was suction-isolated. After drying, 2.90 g of a light yellow solid were obtained. Starting materials: [Br-], CCCCCCOC(=O)COc1ccc(C(C)=O)cc1. The product is CCCCCCOC(=O)COc1ccc(C(=O)CBr)cc1. RXN SMILES: [Br-:21].[C:1]([CH3:2])(=[O:3])[c:4]1[cH:5][cH:6][c:7]([O:8][CH2:9][C:10](=[O:11])[O:12][CH2:13][CH2:14][CH2:15][CH2:16][CH2:17][CH3:18])[cH:19][cH:20]1>>[C:1]([CH2:2][Br:21])(=[O:3])[c:4]1[cH:5][cH:6][c:7]([O:8][CH2:9][C:10](=[O:11])[O:12][CH2:13][CH2:14][CH2:15][CH2:16][CH2:17][CH3:18])[cH:19][cH:20]1. Reactants: Cl.C(C)(=O)NC=1SC=2CCN(CCC2N1)CCCC1=CC=CC=C1 (2-acetylamino-6-(3-phenyl-propyl)-4,5,7,8-tetrahydro-6H-thiazolo[5,4-d]azepine-hydrochloride), Cl (hydrochloric acid). Product: NC=1SC=2CCN(CCC2N1)CC=CC1=CC=CC=C1 (2-Amino-6-cinnamyl-4,5,7,8-tetrahydro-6H-thiazolo[5,4-d]azepine). Reaction SMILES: Cl.C([NH:5][C:6]1[S:7][C:8]2[CH2:9][CH2:10][N:11]([CH2:16][CH2:17][CH2:18][C:19]3[CH:24]=[CH:23][CH:22]=[CH:21][CH:20]=3)[CH2:12][CH2:13][C:14]=2[N:15]=1)(=O)C.Cl>>[NH2:5][C:6]1[S:7][C:8]2[CH2:9][CH2:10][N:11]([CH2:16][CH:17]=[CH:18][C:19]3[CH:20]=[CH:21][CH:22]=[CH:23][CH:24]=3)[CH2:12][CH2:13][C:14]=2[N:15]=1 |f:0.1|. Procedure details: Prepared from 2-acetylamino-6-(3-phenyl-propyl)-4,5,7,8-tetrahydro-6H-thiazolo[5,4-d]azepine-hydrochloride with semi-concentrated hydrochloric acid. The foam obtained by evaporating to dryness is crystallised from concentrated ethanolic solution with the addition of a little acetone. Yield: 66% of theory, Melting point: 221°-225° C. Starting materials: CCOP(=O)(CC#N)OCC, CCOC(=O)C=C1CCC(c2cc(N(COCC[Si](C)(C)C)COCC[Si](C)(C)C)n3nccc3n2)CC1, CCOC(=O)CP(=O)(OCC)OCC. Yields the product C[Si](C)(C)CCOCN(COCC[Si](C)(C)C)c1cc(C2CCC(=CC#N)CC2)nc2ccnn12. Reaction SMILES: [C:39](#[N:40])[CH2:41][P:42](=[O:43])([O:44][CH2:45][CH3:46])[O:47][CH2:48][CH3:49].[CH3:1][Si:2]([CH2:3][CH2:4][O:5][CH2:6][N:7]([c:8]1[cH:9][c:10]([CH:17]2[CH2:18][CH2:19][C:20](=[CH:23][C:24]([O:25][CH2:26][CH3:27])=[O:28])[CH2:21][CH2:22]2)[n:11][c:12]2[n:13]1[n:14][cH:15][cH:16]2)[CH2:29][O:30][CH2:31][CH2:32][Si:33]([CH3:34])([CH3:35])[CH3:36])([CH3:37])[CH3:38].[CH3:50][CH2:51][O:52][C:53]([CH2:54][P:55]([O:56][CH2:57][CH3:58])([O:59][CH2:60][CH3:61])=[O:62])=[O:63]>>[CH3:1][Si:2]([CH2:3][CH2:4][O:5][CH2:6][N:7]([c:8]1[cH:9][c:10]([CH:17]2[CH2:18][CH2:19][C:20](=[CH:23][C:24]#[N:40])[CH2:21][CH2:22]2)[n:11][c:12]2[n:13]1[n:14][cH:15][cH:16]2)[CH2:29][O:30][CH2:31][CH2:32][Si:33]([CH3:34])([CH3:35])[CH3:36])([CH3:37])[CH3:38]. Reactants: Br, C#CCn1cncc1C, Cn1cc(C(=O)NCc2ccc(Cl)cc2)c(=O)c2cc(CN3CCOCC3)cc(I)c21, [Cu]I, CN(C)C=O, Cl[Pd]Cl, c1ccc(P(c2ccccc2)c2ccccc2)cc1, c1ccc(P(c2ccccc2)c2ccccc2)cc1. The product is Cc1cncn1CC#Cc1cc(CN2CCOCC2)cc2c(=O)c(C(=O)NCc3ccc(Cl)cc3)cn(C)c12. As a reaction SMILES: [BrH:32].[CH3:33][c:34]1[cH:35][n:36][cH:37][n:38]1[CH2:39][C:40]#[CH:41].[Cl:1][c:2]1[cH:3][cH:4][c:5]([CH2:6][NH:7][C:8](=[O:9])[c:10]2[cH:11][n:12]([CH3:29])[c:13]3[c:14]([I:28])[cH:15][c:16]([CH2:21][N:22]4[CH2:23][CH2:24][O:25][CH2:26][CH2:27]4)[cH:17][c:18]3[c:19]2=[O:20])[cH:30][cH:31]1.[Cu:83][I:84].[O:85]=[CH:86][N:87]([CH3:88])[CH3:89].[Pd:42]([Cl:43])[Cl:44].[c:45]1([P:46]([c:47]2[cH:48][cH:49][cH:50][cH:51][cH:52]2)[c:53]2[cH:54][cH:55][cH:56][cH:57][cH:58]2)[cH:59][cH:60][cH:61][cH:62][cH:63]1.[c:64]1([P:65]([c:66]2[cH:67][cH:68][cH:69][cH:70][cH:71]2)[c:72]2[cH:73][cH:74][cH:75][cH:76][cH:77]2)[cH:78][cH:79][cH:80][cH:81][cH:82]1>>[Cl:1][c:2]1[cH:3][cH:4][c:5]([CH2:6][NH:7][C:8](=[O:9])[c:10]2[cH:11][n:12]([CH3:29])[c:13]3[c:14]([C:41]#[C:40][CH2:39][n:38]4[c:34]([CH3:33])[cH:35][n:36][cH:37]4)[cH:15][c:16]([CH2:21][N:22]4[CH2:23][CH2:24][O:25][CH2:26][CH2:27]4)[cH:17][c:18]3[c:19]2=[O:20])[cH:30][cH:31]1. The solvent is C1CCOC1 (THF), C1CCOC1 (THF). Reported procedure: A mixture of 3,4-dinitro-benzoylchloride (24 g, 93.7 mmol) in 80 mL THF was added to a stirred mixture of aniline (10.4 mL, 112 mmol) and TEA (15.6 mL, 112 mmol) in 300 mL THF under nitrogen. After stirring for 5 days, the mixture was filtrated, washed with THF and evaporated to dryness. The residue was taken up in diethyl ether, filtrated and dried at 55° C. As a reaction SMILES: [N+:1]([C:4]1[CH:5]=[C:6]([CH:10]=[CH:11][C:12]=1[N+:13]([O-:15])=[O:14])[C:7](Cl)=[O:8])([O-:3])=[O:2].[NH2:16][C:17]1[CH:22]=[CH:21][CH:20]=[CH:19][CH:18]=1>C1COCC1>[N+:1]([C:4]1[CH:5]=[C:6]([CH:10]=[CH:11][C:12]=1[N+:13]([O-:15])=[O:14])[C:7]([NH:16][C:17]1[CH:22]=[CH:21][CH:20]=[CH:19][CH:18]=1)=[O:8])([O-:3])=[O:2]. The reactants are NC1=CC=CC=C1 (aniline), TEA, [N+](=O)([O-])C=1C=C(C(=O)Cl)C=CC1[N+](=O)[O-] (3,4-dinitro-benzoylchloride). Product: [N+](=O)([O-])C=1C=C(C(=O)NC2=CC=CC=C2)C=CC1[N+](=O)[O-] (3,4-Dinitro-N-phenyl-benzamide). Run at time 5 day. RXN SMILES: [OH:1][C:2]1[C:11]2[CH2:10][CH:9]([C:12]([CH3:15])([CH3:14])[CH3:13])[CH2:8][CH2:7][C:6]=2[O:5][C:4](=[O:16])[C:3]=1[C:17]1[CH:22]=[CH:21][CH:20]=[CH:19][CH:18]=1.[O:23]1[CH2:28][CH2:27][N:26]([CH2:29][CH:30]([CH3:33])[CH2:31]Cl)[CH2:25][CH2:24]1>>[O:23]1[CH2:28][CH2:27][N:26]([CH2:29][CH:30]([CH3:33])[CH2:31][O:1][C:2]2[C:11]3[CH2:10][CH:9]([C:12]([CH3:15])([CH3:14])[CH3:13])[CH2:8][CH2:7][C:6]=3[O:5][C:4](=[O:16])[C:3]=2[C:17]2[CH:18]=[CH:19][CH:20]=[CH:21][CH:22]=2)[CH2:25][CH2:24]1. Procedure: Prepared according to the method of Example 9 from 12.8 g. (0.043 mol) of 4-hydroxy-3-phenyl-6-tert.butyl-5,6,7,8-tetrahydro-coumarin and 10.7 g. (0.061 mol) of 3-morpholino-2-methyl-1-chloropropane. The product is a thick oil which cannot be crystallised. Product: O1CCN(CC1)CC(COC1=C(C(OC=2CCC(CC12)C(C)(C)C)=O)C1=CC=CC=C1)C (4-(3'-Morpholino-2-methylpropoxy)-3-phenyl-6-tert.butyl-5,6,7,8-tetrahydro-coumarin). Reactants: OC1=C(C(OC=2CCC(CC12)C(C)(C)C)=O)C1=CC=CC=C1 (4-hydroxy-3-phenyl-6-tert.butyl-5,6,7,8-tetrahydro-coumarin), O1CCN(CC1)CC(CCl)C (3-morpholino-2-methyl-1-chloropropane).